From a dataset of the Open Reaction Database (ORD), a public repository of structured organic reaction records. describe an organic reaction: reactants, conditions, products, and yield The reactants are CC(=O)O, CC(C)(C)O, COc1ccc2c(C=O)c(OC)ccc2c1, [O-][Cl+][O-], [Na+], C1COCCO1, O, Oc1cccc(O)c1. Yields the product COc1ccc2c(C(=O)O)c(OC)ccc2c1. Reaction SMILES: [CH3:29][C:30](=[O:31])[OH:32].[CH3:34][C:35]([OH:36])([CH3:37])[CH3:38].[CH3:5][O:6][c:7]1[c:8]([CH:19]=[O:20])[c:9]2[cH:10][cH:11][c:12]([O:17][CH3:18])[cH:13][c:14]2[cH:15][cH:16]1.[Cl+:1]([O-:2])[O-:3].[Na+:4].[O:39]1[CH2:40][CH2:41][O:42][CH2:43][CH2:44]1.[OH2:33].[OH:21][c:22]1[cH:23][c:24]([OH:25])[cH:26][cH:27][cH:28]1>>[CH3:5][O:6][c:7]1[c:8]([C:19](=[O:20])[OH:21])[c:9]2[cH:10][cH:11][c:12]([O:17][CH3:18])[cH:13][c:14]2[cH:15][cH:16]1. Reactants: O=[N+]([O-])c1cccc(S(=O)(=O)N2CCCCC2)c1, CN(C)S(=O)(=O)c1cccc(N=C=O)c1. Yields the product Nc1cccc(S(=O)(=O)N2CCCCC2)c1. As a reaction SMILES: [N+:1]([O-:2])(=[O:3])[c:4]1[cH:5][c:6]([S:10](=[O:11])(=[O:12])[N:13]2[CH2:14][CH2:15][CH2:16][CH2:17][CH2:18]2)[cH:7][cH:8][cH:9]1.[N:19]([c:20]1[cH:21][c:22]([S:23]([N:24]([CH3:25])[CH3:26])(=[O:27])=[O:28])[cH:29][cH:30][cH:31]1)=[C:32]=[O:33]>>[NH2:1][c:4]1[cH:5][c:6]([S:10](=[O:11])(=[O:12])[N:13]2[CH2:14][CH2:15][CH2:16][CH2:17][CH2:18]2)[cH:7][cH:8][cH:9]1. Reactants: O, COc1ccc(C(O)(CC#N)c2ccc(OC)cc2)cc1, O=S(Cl)Cl, c1ccncc1. The product is COc1ccc(C(=CC#N)c2ccc(OC)cc2)cc1. RXN SMILES: [OH2:26].[OH:5][C:6]([CH2:7][C:8]#[N:9])([c:10]1[cH:11][cH:12][c:13]([O:16][CH3:17])[cH:14][cH:15]1)[c:18]1[cH:19][cH:20][c:21]([O:24][CH3:25])[cH:22][cH:23]1.[S:1]([Cl:2])([Cl:3])=[O:4].[cH:27]1[cH:28][cH:29][n:30][cH:31][cH:32]1>>[C:6](=[CH:7][C:8]#[N:9])([c:10]1[cH:11][cH:12][c:13]([O:16][CH3:17])[cH:14][cH:15]1)[c:18]1[cH:19][cH:20][c:21]([O:24][CH3:25])[cH:22][cH:23]1. The reactants are CN(C)C=O, Clc1nc[nH]c1Cl, [H-], [Na+], Cc1ccc(S(=O)(=O)[O-])cc1CCOc1ccc(Oc2ccccc2)cc1, O. The product is Clc1ncn(CCOc2ccc(Oc3ccccc3)cc2)c1Cl. Reaction SMILES: [CH3:38][N:39]([CH3:40])[CH:41]=[O:42].[Cl:1][c:2]1[n:3][cH:4][nH:5][c:6]1[Cl:7].[H-:8].[Na+:9].[O:10]([c:11]1[cH:12][cH:13][cH:14][cH:15][cH:16]1)[c:17]1[cH:18][cH:19][c:20]([O:21][CH2:22][CH2:23][c:24]2[cH:25][c:26]([S:27]([O-:28])(=[O:29])=[O:30])[cH:31][cH:32][c:33]2[CH3:34])[cH:35][cH:36]1.[OH2:37]>>[Cl:1][c:2]1[n:3]([CH2:23][CH2:22][O:21][c:20]2[cH:19][cH:18][c:17]([O:10][c:11]3[cH:12][cH:13][cH:14][cH:15][cH:16]3)[cH:36][cH:35]2)[cH:4][n:5][c:6]1[Cl:7]. Reactants: [BH4-].[Na+] (Sodium borohydride), compound ( 1a ), resultant mixture, resultant solution, ClC1(C(C1)F)C(=O)OC(C)(C)C (tert-butyl 1-chloro-2-fluoro-cyclopropane-1-carboxylate), Cl (hydrochloric acid), O (water). Reagents/catalysts: O.O.O.O.O.O.[Co](Cl)Cl (cobalt chloride hexahydrate). Solvent: CN1CCCC1=O (NMP), C1(=CC=CC=C1)C (toluene), CN1CCCC1=O (NMP), CN1CCCC1=O (NMP). Run at time 3 hour. Yields the product FC1C(C1)C(=O)OC(C)(C)C (tert-butyl 2-fluoro-cyclopropane-1-carboxylate). Isolated yield 98.0%. As a reaction SMILES: [BH4-].[Na+].Cl[C:4]1([C:8]([O:10][C:11]([CH3:14])([CH3:13])[CH3:12])=[O:9])[CH2:6][CH:5]1[F:7].O.Cl>CN1C(=O)CCC1.O.O.O.O.O.O.[Co](Cl)Cl.C1(C)C=CC=CC=1>[F:7][CH:5]1[CH2:6][CH:4]1[C:8]([O:10][C:11]([CH3:14])([CH3:13])[CH3:12])=[O:9] |f:0.1,6.7.8.9.10.11.12|. Procedure: Sodium borohydride (8.75 g, 231.21 mmol) was dissolved in NMP (95 mL) under stirring with a stirring blade at room temperature. Subsequently, to the resultant solution was added an NMP solution (20 mL) of tert-butyl 1-chloro-2-fluoro-cyclopropane-1-carboxylate (cis/trans=62/38) (hereinafter the compound will be referred to as “compound (1a)”) (30 g, 154.14 mmol). An NMP solution (35 mL) of cobalt chloride hexahydrate (1.1 g, 4.62 mmol) was gradually added to the resultant reaction mixture under ... Reactants: [Li+].[OH-] (LiOH), C(C)OC(=O)C=1C(=NC2=CC(=CC=C2C1C)C(F)(F)F)Cl (2-chloro-4-methyl-7-(trifluoromethyl)quinoline-3-carboxylic acid ethyl ester), CO.C1CCOC1 (MeOH THF). Conditions: temperature 70 celsius. The product is COC1=NC2=CC(=CC=C2C(=C1C(=O)O)C)C(F)(F)F (2-methoxy-4-methyl-7-(trifluoromethyl)quinoline-3-carboxylic acid). Yield: 66.0%. As a reaction SMILES: [Li+].[OH-].C([O:5][C:6]([C:8]1[C:9](Cl)=[N:10][C:11]2[C:16]([C:17]=1[CH3:18])=[CH:15][CH:14]=[C:13]([C:19]([F:22])([F:21])[F:20])[CH:12]=2)=[O:7])C.CO.C1C[O:29][CH2:28]C1>>[CH3:28][O:29][C:9]1[C:8]([C:6]([OH:5])=[O:7])=[C:17]([CH3:18])[C:16]2[C:11](=[CH:12][C:13]([C:19]([F:22])([F:21])[F:20])=[CH:14][CH:15]=2)[N:10]=1 |f:0.1,3.4|. Procedure details: A 2M aq. LiOH sol. (12 ml) was added to a solution of 1.3 g (4.0 mmol) 2-chloro-4-methyl-7-(trifluoromethyl)quinoline-3-carboxylic acid ethyl ester (synthesis see Example 3 Section a)) in a MeOH/THF mixture (in each case 10 ml) and the solution was subsequently heated to 70° C. for 16 h. The organic solvents were removed as far as possible in a vacuum and the obtained aqueous solution was washed with EtOAc, adjusted to pH 2 with 2M hydrochloric acid and diluted with EtOAc. The organic phase was ...